The task is: describe an organic reaction: reactants, conditions, products, and yield. This data is from the Open Reaction Database (ORD), a public repository of structured organic reaction records. Reactants: C1(CC1)C=1C=CC(=NC1S(=O)(=O)CC(C)C)C(=O)O (5-cyclopropyl-6-(isobutylsulfonyl)picolinic acid), N[C@H](C(=O)NC)CC(C)(C)C ((2S)-2-amino-N,4,4-trimethyl-pentanamide). The product is CC(C[C@@H](C(NC)=O)NC(=O)C1=NC(=C(C=C1)C1CC1)S(=O)(=O)CC(C)C)(C)C (5-Cyclopropyl-6-(2-methyl-propane-1-sulfonyl)-pyridine-2-carboxylic acid ((S)-3,3-dimethyl-1-methylcarbamoyl-butyl)-amide). As a reaction SMILES: [CH:1]1([C:4]2[CH:5]=[CH:6][C:7]([C:17]([OH:19])=O)=[N:8][C:9]=2[S:10]([CH2:13][CH:14]([CH3:16])[CH3:15])(=[O:12])=[O:11])[CH2:3][CH2:2]1.[NH2:20][C@@H:21]([CH2:26][C:27]([CH3:30])([CH3:29])[CH3:28])[C:22]([NH:24][CH3:25])=[O:23]>>[CH3:28][C:27]([CH3:30])([CH3:29])[CH2:26][C@H:21]([NH:20][C:17]([C:7]1[CH:6]=[CH:5][C:4]([CH:1]2[CH2:2][CH2:3]2)=[C:9]([S:10]([CH2:13][CH:14]([CH3:15])[CH3:16])(=[O:11])=[O:12])[N:8]=1)=[O:19])[C:22](=[O:23])[NH:24][CH3:25]. Reported procedure: The title compound was synthesized in analogy to Example 1, using 5-cyclopropyl-6-(isobutylsulfonyl)picolinic acid (Example 351 b) and (2S)-2-amino-N,4,4-trimethyl-pentanamide (CAN 1160161-70-5) as starting materials. MS (EI): m/e=424.6 [M+H]+. Starting materials: C1CCOC1, CS(C)=O, C[S+](C)C, CC(=O)c1ccc(Cl)cc1Cl, [H-], [I-], [Na+], O. Product: CC1(c2ccc(Cl)cc2Cl)CO1. As a reaction SMILES: [CH2:23]1[O:24][CH2:25][CH2:26][CH2:27]1.[CH3:1][S:2]([CH3:3])=[O:4].[CH3:8][S+:9]([CH3:10])[CH3:11].[Cl:12][c:13]1[c:14]([C:20]([CH3:21])=[O:22])[cH:15][cH:16][c:17]([Cl:19])[cH:18]1.[H-:6].[I-:7].[Na+:5].[OH2:28]>>[CH3:8][C:20]1([c:14]2[c:13]([Cl:12])[cH:18][c:17]([Cl:19])[cH:16][cH:15]2)[CH2:21][O:22]1. Reactants: B, CCN(CC)c1ccccc1, CO, CC(C)c1cc2c(c(-c3ccccc3)c1C(=O)c1ccc(OC(F)(F)F)cc1)C(=O)CC(C)(C)O2, NC1c2ccccc2CC1O, C1CCOC1. Yields the product CC(C)c1cc2c(c(-c3ccccc3)c1C(=O)c1ccc(OC(F)(F)F)cc1)C(O)CC(C)(C)O2. Reaction SMILES: [BH3:12].[CH2:1]([N:2]([CH2:3][CH3:4])[c:5]1[cH:6][cH:7][cH:8][cH:9][cH:10]1)[CH3:11].[CH3:59][OH:60].[CH:24]([CH3:25])([CH3:26])[c:27]1[c:28]([C:46]([c:47]2[cH:48][cH:49][c:50]([O:53][C:54]([F:55])([F:56])[F:57])[cH:51][cH:52]2)=[O:58])[c:29](-[c:40]2[cH:41][cH:42][cH:43][cH:44][cH:45]2)[c:30]2[c:35]([cH:36]1)[O:34][C:33]([CH3:37])([CH3:38])[CH2:32][C:31]2=[O:39].[NH2:13][CH:14]1[c:15]2[c:16]([cH:17][cH:18][cH:19][cH:20]2)[CH2:21][CH:22]1[OH:23].[O:61]1[CH2:62][CH2:63][CH2:64][CH2:65]1>>[CH:24]([CH3:25])([CH3:26])[c:27]1[c:28]([C:46]([c:47]2[cH:48][cH:49][c:50]([O:53][C:54]([F:55])([F:56])[F:57])[cH:51][cH:52]2)=[O:58])[c:29](-[c:40]2[cH:41][cH:42][cH:43][cH:44][cH:45]2)[c:30]2[c:35]([cH:36]1)[O:34][C:33]([CH3:37])([CH3:38])[CH2:32][CH:31]2[OH:39].